describe an organic reaction: reactants, conditions, products, and yield From a dataset of the Open Reaction Database (ORD), a public repository of structured organic reaction records. Reactants: NC1=CC=C(C=CC(=O)O)C=C1 (p-amino-cinnamic acid), [BH4-].[Na+] (sodium borohydride). Run in CO (methanol), CO (methanol). Conditions: time 4 hour. Yields the product NC1=CC=C(C=CCO)C=C1 (p-aminocinnamyl alcohol). Reaction SMILES: [BH4-].[Na+].[NH2:3][C:4]1[CH:14]=[CH:13][C:7]([CH:8]=[CH:9][C:10](O)=[O:11])=[CH:6][CH:5]=1>CO>[NH2:3][C:4]1[CH:5]=[CH:6][C:7]([CH:8]=[CH:9][CH2:10][OH:11])=[CH:13][CH:14]=1 |f:0.1|. Procedure details: To 72.0 g of sodium borohydride in 1.5 l. of methanol, with ice cooling, is added 16.30 g of p-amino-cinnamic acid in 500 ml of methanol, maintaining the temperature between 10° -15° C. Subsequent to the addition, the mixture is stirred for four hours at room temperature and then worked up to give p-aminocinnamyl alcohol. The reactants are C(C)(C)(C)C=1C=C(N)C=C(C1OC)I (3-tert-Butyl-5-iodo-4-methoxyaniline), C(C)(C)N=C=O (isopropyl isocyanate). The product is C(C)(C)(C)C=1C=C(C=C(C1OC)I)NC(=O)NC(C)C (1-(3-tert-butyl-5-iodo-4-methoxyphenyl)-3-isopropylurea). RXN SMILES: [C:1]([C:5]1[CH:6]=[C:7]([CH:9]=[C:10]([I:14])[C:11]=1[O:12][CH3:13])[NH2:8])([CH3:4])([CH3:3])[CH3:2].[CH:15]([N:18]=[C:19]=[O:20])([CH3:17])[CH3:16]>>[C:1]([C:5]1[CH:6]=[C:7]([NH:8][C:19]([NH:18][CH:15]([CH3:17])[CH3:16])=[O:20])[CH:9]=[C:10]([I:14])[C:11]=1[O:12][CH3:13])([CH3:4])([CH3:2])[CH3:3]. Procedure details: 3-tert-Butyl-5-iodo-4-methoxyaniline (305 mg, 1 mmol) and isopropyl isocyanate were reacted in the same manner as Example 15 Part A to give the title compound Reactants: BrC=1SC(=NN1)C1=C(C=CC=C1OC)F (2-bromo-5-(2-fluoro-6-methoxyphenyl)-1,3,4-thiadiazole), CNC1CC(NC(C1)(C)C)(C)C (N,2,2,6,6-pentamethylpiperidin-4-amine). Run in CN1CCCC1=O (NMP), C(=O)(O)[O-].[Na+] (NaHCO3), O (water). The product is FC1=C(C(=CC=C1)OC)C1=NN=C(S1)N(C1CC(NC(C1)(C)C)(C)C)C (5-(2-Fluoro-6-methoxyphenyl)-N-methyl-N-(2,2,6,6-tetramethylpiperidin-4-yl)-1,3,4-thiadiazol-2-amine). Yield: 27.6%. RXN SMILES: Br[C:2]1[S:3][C:4]([C:7]2[C:12]([O:13][CH3:14])=[CH:11][CH:10]=[CH:9][C:8]=2[F:15])=[N:5][N:6]=1.[CH3:16][NH:17][CH:18]1[CH2:23][C:22]([CH3:25])([CH3:24])[NH:21][C:20]([CH3:27])([CH3:26])[CH2:19]1>CN1C(=O)CCC1.C([O-])(O)=O.[Na+].O>[F:15][C:8]1[CH:9]=[CH:10][CH:11]=[C:12]([O:13][CH3:14])[C:7]=1[C:4]1[S:3][C:2]([N:17]([CH3:16])[CH:18]2[CH2:19][C:20]([CH3:26])([CH3:27])[NH:21][C:22]([CH3:25])([CH3:24])[CH2:23]2)=[N:6][N:5]=1 |f:3.4|. Procedure: A stirred solution of 2-bromo-5-(2-fluoro-6-methoxyphenyl)-1,3,4-thiadiazole (335 mg, 1.159 mmol) and N,2,2,6,6-pentamethylpiperidin-4-amine (197 mg, 1.159 mmol) in NMP (2.5 mL) was heated at 120° C. for ˜18 hours. The reaction mixture was diluted with saturated NaHCO3(aq) (30 mL), water (20 mL), and extracted with DCM (75 mL). The organic phase was separated, dried over MgSO4 and filtered. The filtrate was concentrated in vacuo to afford the crude product as a brown oil/liquid. The crude materi... The reactants are C(C)C1=CC2=C(C(C3=C(C=C2)C=C(C=C3)C)C=3C(NC(N(C3)CC3=CC=C(O3)C(=O)O)=O)=S)C=C1 ((±)-5-[[5-{2-Ethyl-8-methyl-5H-dibenzo[a,d]cyclohepten-5-yl}-3,4-dihydro-2-oxo-4-thioxo-1(2H)-pyrimidinyl]methyl]-2-furancarboxylic acid), NC1=NN=NN1 (amino tetrazole). The product is C(C)C1=CC2=C(C(C3=C(C=C2)C=C(C=C3)C)C=3C(NC(N(C3)CC3=CC=C(O3)C(=O)NC3=NN=NN3)=O)=S)C=C1 (5-[[5-{2-ethyl-8-methyl-5H-dibenzo[a,d]cyclohepten-5-yl]-3,4-dihydro-2-oxo-4-thioxo-1(2H)-pyrimidinyl]methyl]-N-[1H-tetrazol-5-yl]-2-furancarboxamide). As a reaction SMILES: [CH2:1]([C:3]1[CH:35]=[CH:34][C:6]2[CH:7]([C:17]3[C:18](=[S:33])[NH:19][C:20](=[O:32])[N:21]([CH2:23][C:24]4[O:28][C:27]([C:29]([OH:31])=O)=[CH:26][CH:25]=4)[CH:22]=3)[C:8]3[CH:15]=[CH:14][C:13]([CH3:16])=[CH:12][C:9]=3[CH:10]=[CH:11][C:5]=2[CH:4]=1)[CH3:2].[NH2:36][C:37]1[NH:41][N:40]=[N:39][N:38]=1>>[CH2:1]([C:3]1[CH:35]=[CH:34][C:6]2[CH:7]([C:17]3[C:18](=[S:33])[NH:19][C:20](=[O:32])[N:21]([CH2:23][C:24]4[O:28][C:27]([C:29]([NH:36][C:37]5[NH:41][N:40]=[N:39][N:38]=5)=[O:31])=[CH:26][CH:25]=4)[CH:22]=3)[C:8]3[CH:15]=[CH:14][C:13]([CH3:16])=[CH:12][C:9]=3[CH:10]=[CH:11][C:5]=2[CH:4]=1)[CH3:2]. Procedure: The title compound was prepared from the product of example 31(0.93 g) and amino tetrazole (0.3 g) according to the method of example 10 step (i). Purification was by precipitation from ethyl acetate-iso-hexane. Yield 0.426 g. Starting materials: C(=O)(O)CCCN1C(NC(C2=CC=CC=C12)=O)=O (1-(3-carboxypropyl)-2,4(1H,3H)-quinazolinedione), B (borane). Run in O1CCCC1 (tetrahydrofuran), O1CCCC1 (tetrahydrofuran). Run at time 2 hour. Yields the product OCCCCN1C(NC(C2=CC=CC=C12)=O)=O (1-(4-hydroxybutyl)-2,4(1H,3H)-quinazolinedione). The yield is 92.2%. As a reaction SMILES: [C:1]([CH2:4][CH2:5][CH2:6][N:7]1[C:16]2[C:11](=[CH:12][CH:13]=[CH:14][CH:15]=2)[C:10](=[O:17])[NH:9][C:8]1=[O:18])(O)=[O:2].B>O1CCCC1>[OH:2][CH2:1][CH2:4][CH2:5][CH2:6][N:7]1[C:16]2[C:11](=[CH:12][CH:13]=[CH:14][CH:15]=2)[C:10](=[O:17])[NH:9][C:8]1=[O:18]. Procedure details: To a stirred suspension of 1-(3-carboxypropyl)-2,4(1H,3H)-quinazolinedione (2.00 g) in tetrahydrofuran (40 ml) was added 1M borane in tetrahydrofuran (24.2 ml) on an ice-bath, and the mixture was stirred for additional 2 hours at room temperature. The reaction mixture was quenched with 1N hydrochloric acid, and the organic solvent was evaporated. The residue was triturated with water, filtered and washed in turn with water and ethyl ether to give 1-(4-hydroxybutyl)-2,4(1H,3H)-quinazolinedione (1... Isolated yield 38.3%. The reactants are FC(C(=O)[O-])(F)F (trifluoroacetate), C(C)(C)(C)OC(N(C)CC1OC2=CC(=CC=C2C(C1)(C)O)S(=O)(=O)C1=CC=CC=C1)=O ((7-benzenesulfonyl-4-hydroxy-4-methyl-chroman-2-ylmethyl)-methyl-carbamic acid tert-butyl ester), C(=O)(C(F)(F)F)O (TFA). The product is C1(=CC=CC=C1)S(=O)(=O)C1=CC=C2C(CC(OC2=C1)CNC)(O)C (7-benzenesulfonyl-4-methyl-2-methylaminomethyl-chroman-4-ol). Procedure details: To a solution of (7-benzenesulfonyl-4-hydroxy-4-methyl-chroman-2-ylmethyl)-methyl-carbamic acid tert-butyl ester (212 mg, 0.474 mmol) in DCM (10 mL) was added TFA (1 mL). The reaction was stirred for 3 hours at room temperature, then concentrated in vacuo. The residue was purified via flash chromatography (DCM/MeOH/TEA) to give 7-benzenesulfonyl-4-methyl-2-methylaminomethyl-chroman-4-ol (63 mg, 38% yield) as a trifluoroacetate salt: Mp 163.9-165.3° C. Reaction conditions: time 3 hour. The solvent is C(Cl)Cl (DCM). Reaction SMILES: C(O[C:6](=O)[N:7]([CH2:9][CH:10]1[CH2:19][C:18]([OH:21])([CH3:20])[C:17]2[C:12](=[CH:13][C:14]([S:22]([C:25]3[CH:30]=[CH:29][CH:28]=[CH:27][CH:26]=3)(=[O:24])=[O:23])=[CH:15][CH:16]=2)[O:11]1)C)(C)(C)C.C(O)(C(F)(F)F)=O.FC(F)(F)C([O-])=O>C(Cl)Cl>[C:25]1([S:22]([C:14]2[CH:13]=[C:12]3[C:17]([C:18]([CH3:20])([OH:21])[CH2:19][CH:10]([CH2:9][NH:7][CH3:6])[O:11]3)=[CH:16][CH:15]=2)(=[O:23])=[O:24])[CH:26]=[CH:27][CH:28]=[CH:29][CH:30]=1. Reactants: C(#N)C=1SC=CC1 (2-cyanothiophene), Cl.NO (hydroxylamine HCl), C(=O)([O-])[O-].[K+].[K+] (K2CO3). Run in C(C)O (ethanol), O (water), O (water). Product: S1C(=CC=C1)C(N)=NO (2-Thiopheneamidoxime). The yield is 78.8%. As a reaction SMILES: [C:1]([C:3]1[S:4][CH:5]=[CH:6][CH:7]=1)#[N:2].Cl.[NH2:9][OH:10].C([O-])([O-])=O.[K+].[K+]>C(O)C.O>[S:4]1[CH:5]=[CH:6][CH:7]=[C:3]1[C:1](=[N:9][OH:10])[NH2:2] |f:1.2,3.4.5|. Procedure details: To a solution of 21.8 g (0.20 mole) of 2-cyanothiophene in 500 ml of ethanol, 13.9 g (0.20 mole) of hydroxylamine HCl is added, followed by the addition of 13.8 g (0.10 mole) of K2CO3 in 50 ml of water. The mixture is refluxed for 16 hours, cooled and diluted with 200 ml of water. After removing the ethanol in vacuo, the product precipitates out of the aqueous residue. It is collected by filtration, washed with water and dried to yield 22.4 g (80%) of product, m.p. 70°-75°.